Dataset: the Open Reaction Database (ORD), a public repository of structured organic reaction records. Task: describe an organic reaction: reactants, conditions, products, and yield Reactants: C(C)C1=CC(=C(NC1=O)C)C1=CC=C(S1)S(=O)(=O)Cl (5-(5-Ethyl-2-methyl-6-oxo-1,6-dihydropyridin-3-yl)thiophene-2-sulfonyl chloride), O1C(=CC=C1)CNC (furan-2-ylmethyl-methyl-amine). Product: O1C(=CC=C1)CN(S(=O)(=O)C=1SC(=CC1)C1=C(NC(C(=C1)CC)=O)C)C (5-(5-Ethyl-2-methyl-6-oxo-1,6-dihydro-pyridin-3-yl)thiophene-2-sulfonic acid furan-2-yl-methyl-methylamide). The yield is 78.0%. As a reaction SMILES: [CH2:1]([C:3]1[C:8](=[O:9])[NH:7][C:6]([CH3:10])=[C:5]([C:11]2[S:15][C:14]([S:16](Cl)(=[O:18])=[O:17])=[CH:13][CH:12]=2)[CH:4]=1)[CH3:2].[O:20]1[CH:24]=[CH:23][CH:22]=[C:21]1[CH2:25][NH:26][CH3:27]>>[O:20]1[CH:24]=[CH:23][CH:22]=[C:21]1[CH2:25][N:26]([CH3:27])[S:16]([C:14]1[S:15][C:11]([C:5]2[CH:4]=[C:3]([CH2:1][CH3:2])[C:8](=[O:9])[NH:7][C:6]=2[CH3:10])=[CH:12][CH:13]=1)(=[O:18])=[O:17]. Procedure details: 5-(5-Ethyl-2-methyl-6-oxo-1,6-dihydropyridin-3-yl)thiophene-2-sulfonyl chloride is reacted with furan-2-ylmethyl-methyl-amine as described in Step 5, Example 24 to give the title compound as a cream solid (78% yield). LC/MS: RT 3.03 min, n/e 393 (M+H); 1H NMR (δ, ppm): 11.85 (1H, s), 7.62 (2H, m), 7.35 (1H, s), 7.23 (1H, d), 6.40 (2H, dd), 4.27 (2H, s), 2.70 (3H, s), 2.41 (2H, q), 2.32 (3H, s), 1.10 (3H, t). Reactants: C1(=CC=CC=C1)CCCCCCCCCCCC(=O)OC(CSCCC(=O)O)COC(CCCCCCCCCCCC1=CC=CC=C1)=O (6,7-bis(12-phenyldodecanoyloxy)-4-thiaheptanoic acid), Example 34, C(C)(C)(C)OC([C@@H](NC(C1=CC=C(C=C1)N)=O)CCC(=O)OC(C)(C)C)=O (4-aminobenzoyl-glutamic acid di-t-butyl ester). Reagents/catalysts: P(Cl)(Cl)Cl (phosphorus trichloride). Solvent: N1=CC=CC=C1 (pyridine). Conditions: time 1 hour. The product is C(C)(C)(C)OC([C@@H](NC(C1=CC=C(C=C1)NC(CCSCC(COC(CCCCCCCCCCCC1=CC=CC=C1)=O)OC(CCCCCCCCCCCC1=CC=CC=C1)=O)=O)=O)CCC(=O)OC(C)(C)C)=O (4-[6,7-bis(12-phenyldodecanoyloxy)-4-thiaheptanoylamino]benzoylglutamic acid di-t-butylester). Isolated yield 93.0%. Reaction SMILES: [C:1]1([CH2:7][CH2:8][CH2:9][CH2:10][CH2:11][CH2:12][CH2:13][CH2:14][CH2:15][CH2:16][CH2:17][C:18]([O:20][CH:21]([CH2:29][O:30][C:31](=[O:49])[CH2:32][CH2:33][CH2:34][CH2:35][CH2:36][CH2:37][CH2:38][CH2:39][CH2:40][CH2:41][CH2:42][C:43]2[CH:48]=[CH:47][CH:46]=[CH:45][CH:44]=2)[CH2:22][S:23][CH2:24][CH2:25][C:26](O)=[O:27])=[O:19])[CH:6]=[CH:5][CH:4]=[CH:3][CH:2]=1.[C:50]([O:54][C:55](=[O:76])[C@H:56]([CH2:67][CH2:68][C:69]([O:71][C:72]([CH3:75])([CH3:74])[CH3:73])=[O:70])[NH:57][C:58](=[O:66])[C:59]1[CH:64]=[CH:63][C:62]([NH2:65])=[CH:61][CH:60]=1)([CH3:53])([CH3:52])[CH3:51]>N1C=CC=CC=1.P(Cl)(Cl)Cl>[C:50]([O:54][C:55](=[O:76])[C@H:56]([CH2:67][CH2:68][C:69]([O:71][C:72]([CH3:75])([CH3:74])[CH3:73])=[O:70])[NH:57][C:58](=[O:66])[C:59]1[CH:64]=[CH:63][C:62]([NH:65][C:26](=[O:27])[CH2:25][CH2:24][S:23][CH2:22][CH:21]([O:20][C:18](=[O:19])[CH2:17][CH2:16][CH2:15][CH2:14][CH2:13][CH2:12][CH2:11][CH2:10][CH2:9][CH2:8][CH2:7][C:1]2[CH:2]=[CH:3][CH:4]=[CH:5][CH:6]=2)[CH2:29][O:30][C:31](=[O:49])[CH2:32][CH2:33][CH2:34][CH2:35][CH2:36][CH2:37][CH2:38][CH2:39][CH2:40][CH2:41][CH2:42][C:43]2[CH:44]=[CH:45][CH:46]=[CH:47][CH:48]=2)=[CH:61][CH:60]=1)([CH3:52])([CH3:53])[CH3:51]. Reported procedure: To a solution of 6,7-bis(12-phenyldodecanoyloxy)-4-thiaheptanoic acid as obtained in Reference Example 34 (200 mg) and 4-aminobenzoyl-glutamic acid di-t-butyl ester (108 mg) in pyridine (6 ml), phosphorus trichloride (4 drops) was added drop by drop, followed by stirring at room temperature for 1 hour. After the solvent was concentrated, the residue was purified by silica gel column (n-hexane:ethyl acetate=2:1) to yield the title compound (282 mg, yield 93%) as a colorless oily substance. The reactants are FC=1C=C(C=CC1F)C=1C=C(C(N(N1)CC(C)C)=O)COS(=O)(=O)C (6-(3,4-difluorophenyl)-2-isobutyl-4-methanesulfonyloxymethyl-2H-pyridazin-3-one), CN1CCNCC1 (1-methylpiperazine). Yields the product FC=1C=C(C=CC1F)C=1C=C(C(N(N1)CC(C)C)=O)CN1CCN(CC1)C (6-(3,4-difluorophenyl)-2-isobutyl-4-(4-methyl-1-piperazinyl)methyl-2H-pyridazin-3-one). Isolated yield 79.1%. Reaction SMILES: [F:1][C:2]1[CH:3]=[C:4]([C:9]2[CH:10]=[C:11]([CH2:20]OS(C)(=O)=O)[C:12](=[O:19])[N:13]([CH2:15][CH:16]([CH3:18])[CH3:17])[N:14]=2)[CH:5]=[CH:6][C:7]=1[F:8].[CH3:26][N:27]1[CH2:32][CH2:31][NH:30][CH2:29][CH2:28]1>>[F:1][C:2]1[CH:3]=[C:4]([C:9]2[CH:10]=[C:11]([CH2:20][N:30]3[CH2:31][CH2:32][N:27]([CH3:26])[CH2:28][CH2:29]3)[C:12](=[O:19])[N:13]([CH2:15][CH:16]([CH3:18])[CH3:17])[N:14]=2)[CH:5]=[CH:6][C:7]=1[F:8]. Procedure: Following the procedure of Example 1(10), 6-(3,4-difluorophenyl)-2-isobutyl-4-methanesulfonyloxymethyl-2H-pyridazin-3-one and 1-methylpiperazine were reacted to yield the title compound as a yellow oil (yield: 79.1%). The reactants are C[O-], CO, [Cl-], [NH4+], [Na+], O, CCCC(=O)OC1CC(c2c[nH]c3ccccc23)c2ccccc21. The product is OC1CC(c2c[nH]c3ccccc23)c2ccccc21. Reaction SMILES: [CH3:1][O-:2].[CH3:31][OH:32].[Cl-:28].[NH4+:29].[Na+:3].[OH2:30].[nH:4]1[cH:5][c:6]([CH:13]2[CH2:14][CH:15]([O:22][C:23](=[O:24])[CH2:25][CH2:26][CH3:27])[c:16]3[cH:17][cH:18][cH:19][cH:20][c:21]32)[c:7]2[cH:8][cH:9][cH:10][cH:11][c:12]12>>[nH:4]1[cH:5][c:6]([CH:13]2[CH2:14][CH:15]([OH:22])[c:16]3[cH:17][cH:18][cH:19][cH:20][c:21]32)[c:7]2[cH:8][cH:9][cH:10][cH:11][c:12]12.